Dataset: the Open Reaction Database (ORD), a public repository of structured organic reaction records. Task: describe an organic reaction: reactants, conditions, products, and yield The reactants are FC(C1=CC=C(C=C1)C1CC(=NO1)CO)(F)F ((5-(4-(trifluoromethyl)phenyl)-4,5-dihydroisoxazol-3-yl)methanol), S(=O)(Cl)Cl (thionyl chloride). Run in C(Cl)Cl (methylene chloride). Reaction conditions: time 15 hour. The product is ClCC1=NOC(C1)C1=CC=C(C=C1)C(F)(F)F (3-(chloromethyl)-5-(4-(trifluoromethyl)phenyl)-4,5-dihydroisoxazole). Isolated yield 21.2%. RXN SMILES: [F:1][C:2]([F:17])([F:16])[C:3]1[CH:8]=[CH:7][C:6]([CH:9]2[O:13][N:12]=[C:11]([CH2:14]O)[CH2:10]2)=[CH:5][CH:4]=1.S(Cl)([Cl:20])=O>C(Cl)Cl>[Cl:20][CH2:14][C:11]1[CH2:10][CH:9]([C:6]2[CH:7]=[CH:8][C:3]([C:2]([F:17])([F:16])[F:1])=[CH:4][CH:5]=2)[O:13][N:12]=1. Reported procedure: To a stirred mixture of (5-(4-(trifluoromethyl)phenyl)-4,5-dihydroisoxazol-3-yl)methanol (245 mg, 1.0 mmol) in methylene chloride (15 mL) was added thionyl chloride (200 μL, 2.74 mmol) dropwise at 0° C. The resulting mixture was stirred under an atmosphere of nitrogen for 15 hours, concentrated under reduced pressure, and purified by preparative chromatography (3:7 EtOAc:hexane) to yield 3-(chloromethyl)-5-(4-(trifluoromethyl)phenyl)-4,5-dihydroisoxazole (56 mg, M+1=264.1). The reactants are CCOC(=O)C=Cc1sc2cc(OC)c(OC)cc2c1Oc1ccc(OC)cc1, CO, [H][H]. Yields the product CCOC(=O)CCc1sc2cc(OC)c(OC)cc2c1Oc1ccc(OC)cc1. RXN SMILES: [CH3:1][O:2][c:3]1[cH:4][c:5]2[c:6]([s:7][c:8]([CH:19]=[CH:20][C:21](=[O:22])[O:23][CH2:24][CH3:25])[c:9]2[O:10][c:11]2[cH:12][cH:13][c:14]([O:17][CH3:18])[cH:15][cH:16]2)[cH:26][c:27]1[O:28][CH3:29].[CH3:32][OH:33].[H:30][H:31]>>[CH3:1][O:2][c:3]1[cH:4][c:5]2[c:6]([s:7][c:8]([CH2:19][CH2:20][C:21](=[O:22])[O:23][CH2:24][CH3:25])[c:9]2[O:10][c:11]2[cH:12][cH:13][c:14]([O:17][CH3:18])[cH:15][cH:16]2)[cH:26][c:27]1[O:28][CH3:29]. RXN SMILES: [C:1]([C:3]1[CH:4]=[C:5]2[C:9](=[CH:10][CH:11]=1)[NH:8][C:7](=S)[CH:6]2C)#[N:2].[NH4+].[Cl-].C([O:18]CC)C>C1COCC1.[Zn]>[C:1]([C:3]1[CH:4]=[C:5]2[C:9](=[CH:10][CH:11]=1)[NH:8][C:7](=[O:18])[CH2:6]2)#[N:2] |f:1.2|. Reactants: C(C)OCC (diethyl ether), [NH4+].[Cl-] (NH4Cl), C(#N)C=1C=C2C(C(NC2=CC1)=S)C (5-cyano-3-methylthiooxindole). Conditions: time 18 hour. The reagents and catalysts are [Zn] (zinc). Solvent: C1CCOC1 (THF). Product: C(#N)C=1C=C2CC(NC2=CC1)=O (5-cyanooxindole). Procedure: A solution of 5-cyano-3-methylthiooxindole (6.0 g, 29 mmol) in THF (100 mL) was stirred at room temperature and a saturated aqueous solution of NH4Cl (100 mL) added followed by activated zinc (25 g, 0.38 mol). The resulting mixture was stirred for 18 hours. The mixture was filtered through a pad of diatomaceous earth and the pad washed with THF (20 mL). The organic phase was separated, dried over anhydrous MgSO4 and the solvent evaporated to leave a tan solid. Trituration of this solid with diet...